Dataset: the Open Reaction Database (ORD), a public repository of structured organic reaction records. Task: describe an organic reaction: reactants, conditions, products, and yield The reactants are C[O-], CO, CC(C)OC(C)C, O=C(Cl)c1cn(-c2ccnc3c(C(F)(F)F)cccc23)c2ccccc12, ClCCl, Cl, Cl, N=C(N)N, [Na+], C1CCOC1. The product is Cl, N=C(N)NC(=O)c1cn(-c2ccnc3c(C(F)(F)F)cccc23)c2ccccc12. Reaction SMILES: [CH3:1][O-:2].[CH3:41][OH:42].[CH:46]([O:47][CH:48]([CH3:49])[CH3:50])([CH3:51])[CH3:52].[Cl:15][C:16](=[O:17])[c:18]1[cH:19][n:20](-[c:27]2[cH:28][cH:29][n:30][c:31]3[c:32]([C:37]([F:38])([F:39])[F:40])[cH:33][cH:34][cH:35][c:36]23)[c:21]2[cH:22][cH:23][cH:24][cH:25][c:26]12.[Cl:43][CH2:44][Cl:45].[ClH:14].[ClH:4].[NH2:5][C:6](=[NH:7])[NH2:8].[Na+:3].[O:9]1[CH2:10][CH2:11][CH2:12][CH2:13]1>>[ClH:15].[NH:5]=[C:6]([NH:7][C:16](=[O:17])[c:18]1[cH:19][n:20](-[c:27]2[cH:28][cH:29][n:30][c:31]3[c:32]([C:37]([F:38])([F:39])[F:40])[cH:33][cH:34][cH:35][c:36]23)[c:21]2[cH:22][cH:23][cH:24][cH:25][c:26]12)[NH2:8]. Reactants: O=C([O-])[O-], COCCBr, CC#N, Cc1cc(C2CCC(c3nnc4n3-c3ccc(Cl)cc3CNC4)CC2)no1, [Cs+], [Cs+]. Product: COCCN1Cc2cc(Cl)ccc2-n2c(nnc2C2CCC(c3cc(C)on3)CC2)C1. As a reaction SMILES: [C:28](=[O:29])([O-:30])[O-:31].[CH3:34][O:35][CH2:36][CH2:37][Br:38].[CH3:39][C:40]#[N:41].[Cl:1][c:2]1[cH:3][c:4]2[c:5]([cH:26][cH:27]1)-[n:6]1[c:7]([CH:14]3[CH2:15][CH2:16][CH:17]([c:20]4[n:21][o:22][c:23]([CH3:25])[cH:24]4)[CH2:18][CH2:19]3)[n:8][n:9][c:10]1[CH2:11][NH:12][CH2:13]2.[Cs+:32].[Cs+:33]>>[Cl:1][c:2]1[cH:3][c:4]2[c:5]([cH:26][cH:27]1)-[n:6]1[c:7]([CH:14]3[CH2:15][CH2:16][CH:17]([c:20]4[n:21][o:22][c:23]([CH3:25])[cH:24]4)[CH2:18][CH2:19]3)[n:8][n:9][c:10]1[CH2:11][N:12]([CH2:37][CH2:36][O:35][CH3:34])[CH2:13]2. Reactants: BrCC(=O)OC(C)(C)C (t-butyl bromoacetate), C(CCCCCCCCCCC)C1=C(C=O)C=CC=C1 (2-dodecylbenzaldehyde), [Cl-].C(C)[Al+]CC (diethylaluminum chloride). Reagents/catalysts: [Cu]Br (copper (I) bromide), [Zn] (zinc). Run in O1CCCC1 (tetrahydrofuran), O1CCCC1 (tetrahydrofuran), CCCCCC (hexane). Conditions: temperature 0 celsius, time 24 hour. The product is OC(CC(=O)OC(C)(C)C)C1=C(C=CC=C1)CCCCCCCCCCCC (t-Butyl 3-hydroxy-3-(2-dodecylphenyl)propionate). Yield: 79.0%. RXN SMILES: [Cl-].C([Al+]CC)C.Br[CH2:8][C:9]([O:11][C:12]([CH3:15])([CH3:14])[CH3:13])=[O:10].[CH2:16]([C:28]1[CH:35]=[CH:34][CH:33]=[CH:32][C:29]=1[CH:30]=[O:31])[CH2:17][CH2:18][CH2:19][CH2:20][CH2:21][CH2:22][CH2:23][CH2:24][CH2:25][CH2:26][CH3:27]>CCCCCC.O1CCCC1.[Zn].[Cu]Br>[OH:31][CH:30]([C:29]1[CH:32]=[CH:33][CH:34]=[CH:35][C:28]=1[CH2:16][CH2:17][CH2:18][CH2:19][CH2:20][CH2:21][CH2:22][CH2:23][CH2:24][CH2:25][CH2:26][CH3:27])[CH2:8][C:9]([O:11][C:12]([CH3:15])([CH3:14])[CH3:13])=[O:10] |f:0.1|. Reported procedure: A solution of diethylaluminum chloride (54.7 mmol) in hexane was added to a slurry of zinc dust (74.5 mmol) and a catalytic amount of copper (I) bromide (2.5 mmol) in anhydrous tetrahydrofuran (300 ml) while stirring under argon at 20° C. The resulting mixture was then cooled to 0° C. in an ice-methanol bath. A solution of t-butyl bromoacetate (49.8 mmol) and 2-dodecylbenzaldehyde of Example 1(c) (54.7 mmol); in anhydrous tetrahydrofuran was added slowly over 60 minutes. The reaction was stirred... Starting materials: CC=1C(=CC=2C(CCC(C2C1)(C)C)(C)C)B(O)O (3,5,5,8,8-pentamethyl-5,6,7,8-tetrahydro-2-naphthylboronic acid), BrC=1C=C(NC1)C=O (4-bromo-2-pyrrolecarboxaldehyde), aldehyde. The product is CC=1C(=CC=2C(CCC(C2C1)(C)C)(C)C)C=1C=C(NC1)C=O (4-(3,5,5,8,8-Pentamethyl-5,6,7,8-tetrahydro-2-naphthyl)-2-pyrrolecarboxaldehyde). Reaction SMILES: [CH3:1][C:2]1[C:3](B(O)O)=[CH:4][C:5]2[C:6]([CH3:15])([CH3:14])[CH2:7][CH2:8][C:9]([CH3:13])([CH3:12])[C:10]=2[CH:11]=1.Br[C:20]1[CH:21]=[C:22]([CH:25]=[O:26])[NH:23][CH:24]=1>>[CH3:1][C:2]1[C:3]([C:20]2[CH:21]=[C:22]([CH:25]=[O:26])[NH:23][CH:24]=2)=[CH:4][C:5]2[C:6]([CH3:15])([CH3:14])[CH2:7][CH2:8][C:9]([CH3:13])([CH3:12])[C:10]=2[CH:11]=1. Procedure details: In a similar manner to Example 3(b), by reaction of 2.47 g (10 mmol) of 3,5,5,8,8-pentamethyl-5,6,7,8-tetrahydro-2-naphthylboronic acid with 1.5 g (8.4 mmol) of 4-bromo-2-pyrrolecarboxaldehyde, 950 mg (38.5%) of the expected aldehyde are obtained, with a melting point of 128-9° C. Starting materials: BrC=1C=C2CCCN(C2=CC1)C(CCl)=O (1-(6-bromo-3,4-dihydroquinolin-1(2H)-yl)-2-chloroethanone), BrC=1C=C2CCCN(C2=CC1)C(CCl)=O (1-(6-bromo-3,4-dihydroquinolin-1(2H)-yl)-2-chloroethanone), C([O-])([O-])=O.[K+].[K+] (potassium carbonate), C(C)(C)N (isopropylamine). Run in C(C)#N (acetonitrile), O (water). Run at temperature 75 celsius, time 8 hour. The product is BrC=1C=C2CCCN(C2=CC1)CCNC(C)C (N-(2-(6-bromo-3,4-dihydroquinolin-1(2H)-yl)ethyl)propan-2-amine). Yield: 83.1%. As a reaction SMILES: [Br:1][C:2]1[CH:3]=[C:4]2[C:9](=[CH:10][CH:11]=1)[N:8]([C:12](=O)[CH2:13]Cl)[CH2:7][CH2:6][CH2:5]2.C(=O)([O-])[O-].[K+].[K+].[CH:22]([NH2:25])([CH3:24])[CH3:23]>C(#N)C.O>[Br:1][C:2]1[CH:3]=[C:4]2[C:9](=[CH:10][CH:11]=1)[N:8]([CH2:12][CH2:13][NH:25][CH:22]([CH3:24])[CH3:23])[CH2:7][CH2:6][CH2:5]2 |f:1.2.3|. Procedure: A solution of 6-bromo-1-(2-iodoethyl)-1,2,3,4-tetrahydroquinoline (compound 1, 0.400 g, 1.093 mmol) in acetonitrile (19 mL) and water (1 mL) in a 50 mL pressure vessel fitted with a stir-bar was treated with potassium carbonate (0.755 g, 5.46 mmol) and isopropylamine (0.646 g, 10.93 mmol) and the sealed vessel stirred at 75° C. overnight. After 24 hours the mixture was partitioned between CH2Cl2 (50 mL) and water (10 mL) and transferred to a separatory funnel. The organic layer was separated and... Reactants: C1(=CC=CC=C1)CCC=O (3-phenylpropionaldehyde), C=O (formalin), C(CCCCCCCCCCCCCCCCC)(=O)O (stearic acid), C(CCC)NCCCC (dibutylamine). Run in O (water). Conditions: temperature 90 celsius, time 30 minute. The product is C(C1=CC=CC=C1)C(C=O)=C (2-benzylacrylaldehyde). The yield is 3762.3%. Reaction SMILES: [C:1]1([CH2:7][CH2:8][CH:9]=[O:10])[CH:6]=[CH:5][CH:4]=[CH:3][CH:2]=1.C=O.[C:13](O)(=O)CCCCCCCCCCCCCCCCC.C(NCCCC)CCC>O>[CH2:7]([C:8](=[CH2:13])[CH:9]=[O:10])[C:1]1[CH:6]=[CH:5][CH:4]=[CH:3][CH:2]=1. Procedure: A four-necked 500-ml flask equipped with a thermometer and condenser was charged with 134 g (1.0 mol) of 3-phenylpropionaldehyde, 85 g (1.05 mol) of a 37% aqueous formalin solution and 6 g (0.02 mol) of stearic acid, followed by the dropwise addition of 9 g (0.07 mol) of dibutylamine at room temperature under a nitrogen atmosphere over 10 minutes. After the temperature was increased to 90° C., stirring was conducted at the same temperature for 30 minutes. After cooling, 200 ml of water were adde... Reactants: CC(C)(C)OC(=O)N1CCC(CN)CC1, COc1cc(-c2cc(CCl)ccn2)cc(OC)c1OC. Product: COc1cc(-c2cc(CNCC3CCN(C(=O)OC(C)(C)C)CC3)ccn2)cc(OC)c1OC. As a reaction SMILES: [C:1]([CH3:2])([CH3:3])([CH3:4])[O:5][C:6](=[O:7])[N:8]1[CH2:9][CH2:10][CH:11]([CH2:14][NH2:15])[CH2:12][CH2:13]1.[Cl:16][CH2:17][c:18]1[cH:19][c:20](-[c:24]2[cH:25][c:26]([O:34][CH3:35])[c:27]([O:32][CH3:33])[c:28]([O:30][CH3:31])[cH:29]2)[n:21][cH:22][cH:23]1>>[C:1]([CH3:2])([CH3:3])([CH3:4])[O:5][C:6](=[O:7])[N:8]1[CH2:9][CH2:10][CH:11]([CH2:14][NH:15][CH2:17][c:18]2[cH:19][c:20](-[c:24]3[cH:25][c:26]([O:34][CH3:35])[c:27]([O:32][CH3:33])[c:28]([O:30][CH3:31])[cH:29]3)[n:21][cH:22][cH:23]2)[CH2:12][CH2:13]1. The reactants are CN1C(=NC2=CC=CC(=C2C1=O)C)C=CC1=CC=C(C=C1)C(C1=CC=C(C=C1)C(F)(F)F)=O (3,5-dimethyl-2-[2-[4-(4-trifluoromethylbenzoyl)phenyl]vinyl]-4(3H)-quinazolinone). Reagents/catalysts: [Pd] (Pd/C). The solvent is C1CCOC1.C(C)(=O)OCC.CO (THF ethyl acetate methanol). Conditions: time 2 hour. Product: CN1C(=NC2=CC=CC(=C2C1=O)C)CCC1=CC=C(C=C1)C(C1=CC=C(C=C1)C(F)(F)F)=O (3,5-Dimethyl-2-[2-[4-(4-trifluoromethylbenzoyl)-phenyl]ethyl]-4(3H)-quinazolinone). Yield: 34.1%. RXN SMILES: [CH3:1][N:2]1[C:11](=[O:12])[C:10]2[C:5](=[CH:6][CH:7]=[CH:8][C:9]=2[CH3:13])[N:4]=[C:3]1[CH:14]=[CH:15][C:16]1[CH:21]=[CH:20][C:19]([C:22](=[O:33])[C:23]2[CH:28]=[CH:27][C:26]([C:29]([F:32])([F:31])[F:30])=[CH:25][CH:24]=2)=[CH:18][CH:17]=1>C1COCC1.C(OCC)(=O)C.CO.[Pd]>[CH3:1][N:2]1[C:11](=[O:12])[C:10]2[C:5](=[CH:6][CH:7]=[CH:8][C:9]=2[CH3:13])[N:4]=[C:3]1[CH2:14][CH2:15][C:16]1[CH:21]=[CH:20][C:19]([C:22](=[O:33])[C:23]2[CH:24]=[CH:25][C:26]([C:29]([F:32])([F:30])[F:31])=[CH:27][CH:28]=2)=[CH:18][CH:17]=1 |f:1.2.3|. Reported procedure: To a solution of 3,5-dimethyl-2-[2-[4-(4-trifluoromethylbenzoyl)phenyl]vinyl]-4(3H)-quinazolinone (897 mg) in THF: ethyl acetate: methanol (1:1:1) (60 ml) was added 10% Pd/C (50% hydrous) (179 mg) and the mixture was stirred under hydrogen at room temperature for 2 hours. The catalyst was then filtered off and the filtrate was concentrated. The residue was purified by silica gel column chromatography (n-hexane: ethyl acetate =2:1) and recrystallized from ethyl acetate-methanol to provide 307 mg ...